From a dataset of the Open Reaction Database (ORD), a public repository of structured organic reaction records. describe an organic reaction: reactants, conditions, products, and yield Starting materials: CN=C=O, Fc1ccccc1C1=NCc2cn[nH]c2-c2ccc(Cl)cc21, C1CCOC1. Yields the product CNC(=O)n1cc2c(n1)-c1ccc(Cl)cc1C(c1ccccc1F)=NC2. Reaction SMILES: [CH3:23][N:24]=[C:25]=[O:26].[Cl:1][c:2]1[cH:3][c:4]2[c:5]([cH:21][cH:22]1)-[c:6]1[c:7]([cH:18][n:19][nH:20]1)[CH2:8][N:9]=[C:10]2[c:11]1[c:12]([F:17])[cH:13][cH:14][cH:15][cH:16]1.[O:27]1[CH2:28][CH2:29][CH2:30][CH2:31]1>>[Cl:1][c:2]1[cH:3][c:4]2[c:5]([cH:21][cH:22]1)-[c:6]1[c:7]([cH:18][n:19]([C:25]([NH:24][CH3:23])=[O:26])[n:20]1)[CH2:8][N:9]=[C:10]2[c:11]1[c:12]([F:17])[cH:13][cH:14][cH:15][cH:16]1. Starting materials: CC1([C@@H]([C@@H]1\C=C/C(=O)OCCCC)C(=O)OC(C)(C)C)C (Tert.-butyl(1R,cis)2,2-dimethyl-3-[Z-2-(n-butoxycarbonyl)ethenyl]-cyclopropane-carboxylate), C1(=CC=C(C=C1)S(=O)(=O)O)C (p-toluene sulfonic acid), CC(C)=C (isobutylene). The solvent is C1(=CC=CC=C1)C (toluene). The product is CC1([C@@H]([C@@H]1\C=C/C(=O)OCCCC)C(=O)O)C ((1R,cis)2,2-dimethyl-3-[Z-2-(n-butoxycarbonyl)-ethenyl]-cyclopropane-carboxylic acid). Isolated yield 74.8%. As a reaction SMILES: [CH3:1][C:2]1([CH3:21])[C@@H:4](/[CH:5]=[CH:6]\[C:7]([O:9][CH2:10][CH2:11][CH2:12][CH3:13])=[O:8])[C@H:3]1[C:14]([O:16]C(C)(C)C)=[O:15].C1(C)C=CC(S(O)(=O)=O)=CC=1.CC(=C)C>C1(C)C=CC=CC=1>[CH3:21][C:2]1([CH3:1])[C@@H:4](/[CH:5]=[CH:6]\[C:7]([O:9][CH2:10][CH2:11][CH2:12][CH3:13])=[O:8])[C@H:3]1[C:14]([OH:16])=[O:15]. Procedure details: A mixture of 3.3 g of the product of Step B, 350 mg of p-toluene sulfonic acid and 40 ml of toluene was stirred at reflux until isobutylene evolution ceased (about 40 minutes) and was then evaporated to dryness under reduced pressure. The residue was chromatographed over silica gel and was eluted with a 75-25-1 cyclohexane-ethyl acetate-acetic acid mixture to obtain 2 g of (1R,cis)2,2-dimethyl-3-[Z-2-(n-butoxycarbonyl)-ethenyl]-cyclopropane-carboxylic acid. Reactants: C1(=CC=CC=C1)C=1N=C(NC1C1=CC=CC=C1)SCCCCCNCCCCCO (5-(4,5-diphenyl-1H-imidazol-2-ylthio)-N-(5-hydroxypentyl)pentanamine), C(C)(C)N=C=O (isopropylisocyanate). Run in C(Cl)Cl (methylene chloride), C(Cl)Cl (methylene chloride). Conditions: temperature 0 celsius. Yields the product C1(=CC=CC=C1)C=1N=C(NC1C1=CC=CC=C1)SCCCCCN(C(=O)NC(C)C)CCCCCO (1-[5-(4,5-diphenyl-1H-imidazol-2-ylthio)pentyl]-1-(5-hydroxypentyl)-3-(1-methylethyl)-urea). Reaction SMILES: [C:1]1([C:7]2[N:8]=[C:9]([S:18][CH2:19][CH2:20][CH2:21][CH2:22][CH2:23][NH:24][CH2:25][CH2:26][CH2:27][CH2:28][CH2:29][OH:30])[NH:10][C:11]=2[C:12]2[CH:17]=[CH:16][CH:15]=[CH:14][CH:13]=2)[CH:6]=[CH:5][CH:4]=[CH:3][CH:2]=1.[CH:31]([N:34]=[C:35]=[O:36])([CH3:33])[CH3:32]>C(Cl)Cl>[C:1]1([C:7]2[N:8]=[C:9]([S:18][CH2:19][CH2:20][CH2:21][CH2:22][CH2:23][N:24]([CH2:25][CH2:26][CH2:27][CH2:28][CH2:29][OH:30])[C:35]([NH:34][CH:31]([CH3:33])[CH3:32])=[O:36])[NH:10][C:11]=2[C:12]2[CH:17]=[CH:16][CH:15]=[CH:14][CH:13]=2)[CH:2]=[CH:3][CH:4]=[CH:5][CH:6]=1. Reported procedure: Part D. A solution of the amine prepared in Part C above (2.92 g, 6.89 mmol) in methylene chloride (50 mL) was cooled to 0° C., and a solution of isopropylisocyanate (0.70 mL, 7.1 mmol) in methylene chloride (20 mL) was added dropwise. The mixture was allowed to stir and slowly warm over 18 hours, then was evaporated. The residual oil was separated by flash chromatography (1:4 ethyl acetate-hexane) to afford the product, 1-[5-(4,5-diphenyl-1H-imidazol-2-ylthio)pentyl]-1-(5-hydroxypentyl)-3-(1-me... Starting materials: ClC1=C(C=CC(=C1)Br)S(=O)(=O)[C@H]1C[C@H]([C@@H](C1)C(=O)O)C(=O)N1CC(CC1)(F)F ((1R,2R,4S)-4-(2-Chloro-4-bromo-benzenesulfonyl)-2-(3,3-difluoro-pyrrolidine-1-carbonyl)-cyclopentanecarboxylic acid), C1CC1(C#N)N.Cl (1-amino-cyclopropyl cyanic hydrochloride), yellow foam. The product is C(#N)C1(CC1)NC(=O)[C@H]1[C@@H](C[C@@H](C1)S(=O)(=O)C1=C(C=C(C=C1)Br)Cl)C(=O)N1CC(CC1)(F)F ((1R,2R,4R)-4-(2-Chloro-4-bromo-benzenesulfonyl)-2-(3,3-difluoro-pyrrolidine-1-carbonyl)-cyclopentanecarboxylic acid (1-cyano-cyclopropyl)-amide). Reaction SMILES: [Cl:1][C:2]1[CH:7]=[C:6]([Br:8])[CH:5]=[CH:4][C:3]=1[S:9]([C@@H:12]1[CH2:16][C@@H:15]([C:17]([OH:19])=O)[C@H:14]([C:20]([N:22]2[CH2:26][CH2:25][C:24]([F:28])([F:27])[CH2:23]2)=[O:21])[CH2:13]1)(=[O:11])=[O:10].[CH2:29]1[C:31]([NH2:34])([C:32]#[N:33])[CH2:30]1.Cl>>[C:32]([C:31]1([NH:34][C:17]([C@@H:15]2[CH2:16][C@@H:12]([S:9]([C:3]3[CH:4]=[CH:5][C:6]([Br:8])=[CH:7][C:2]=3[Cl:1])(=[O:10])=[O:11])[CH2:13][C@H:14]2[C:20]([N:22]2[CH2:26][CH2:25][C:24]([F:27])([F:28])[CH2:23]2)=[O:21])=[O:19])[CH2:29][CH2:30]1)#[N:33] |f:1.2|. Procedure: The title compound was prepared in analogy to example 117 step 7 using (1R,2R,4S)-4-(2-chloro-4-bromo-benzenesulfonyl)-2-(3,3-difluoro-pyrrolidine-1-carbonyl)-cyclopentanecarboxylic acid (example 187 step 3) and 1-amino-cyclopropyl cyanic hydrochloride. Light yellow foam (93%). MS (EI): 566.0 (M+H)+. Starting materials: C[N+]#[C-] (methyl isocyanide), [Li]CCCC (n-BuLi), CCCCCC (Hexane), CC(C(=O)Cl)(C)C1=CC=CC=C1 (2-Methyl-2-phenylpropionyl chloride), [Na+].[Cl-] (NaCl). Solvent: C1CCOC1 (THF). Reaction conditions: temperature -78 celsius, time 45 minute. The product is CC(C)(C1=CC=CC=C1)C1=CN=CO1 (5-(1-Methyl-1-phenylethyl)oxazole). The yield is 53.9%. Reaction SMILES: [CH3:1][N+:2]#[C-:3].[Li]CCCC.CCCCCC.[CH3:15][C:16]([C:21]1[CH:26]=[CH:25][CH:24]=[CH:23][CH:22]=1)([CH3:20])[C:17](Cl)=[O:18].[Na+].[Cl-]>C1COCC1>[CH3:20][C:16]([C:17]1[O:18][CH:1]=[N:2][CH:3]=1)([C:21]1[CH:26]=[CH:25][CH:24]=[CH:23][CH:22]=1)[CH3:15] |f:4.5|. Reported procedure: To a solution of methyl isocyanide (1.3 mmol, 1.3 eq.) in THF (5 mL) at −78° C. was added dropwise a solution of n-BuLi in Hexane (2.5 M, 1.3 mmol, 1.3 eq.). The resulting yellowish solution was stirred at −78° C. for an additional 45 min and 2-Methyl-2-phenylpropionyl chloride (1.0 mmol, 1.0 eq.) was slowly added. The mixture was stirred at −78° C. for an additional 1 h and allowed to warm to room temperature followed by the addition of saturated aqueous NaCl solution (5 mL). The mixture was ex... The reactants are C1(=CC=CC=C1)CO[C@@H]1[C@@](C(=O)OC)(O)O[C@@H]([C@H]1OCC1=CC=CC=C1)CO (3,4-bis-O-(phenylmethyl)-alpha-D-arabino-hexulofuranosonic acid, methyl ester), CC(=O)CC(=O)O (diacetate), C(C)(=O)O (acetic acid). Run in C[O-].[Na+] (sodium methoxide), CO (methanol). The product is C1(=CC=CC=C1)CO[C@@H]1C(C(=O)OC)(O)O[C@@H]([C@H]1OCC1=CC=CC=C1)CO (3,4-Bis-O-(phenylmethyl)-D-arabino-2-hexulofuranosonic acid, methyl ester). As a reaction SMILES: [C:1]1([CH2:7][O:8][C@H:9]2[C@H:18]([O:19][CH2:20][C:21]3[CH:26]=[CH:25][CH:24]=[CH:23][CH:22]=3)[C@@H:17]([CH2:27][OH:28])[O:16][C@@:10]2([OH:15])[C:11]([O:13][CH3:14])=[O:12])[CH:6]=[CH:5][CH:4]=[CH:3][CH:2]=1.CC(CC(O)=O)=O.C(O)(=O)C>C[O-].[Na+].CO>[C:1]1([CH2:7][O:8][C@H:9]2[C@H:18]([O:19][CH2:20][C:21]3[CH:26]=[CH:25][CH:24]=[CH:23][CH:22]=3)[C@@H:17]([CH2:27][OH:28])[O:16][C:10]2([OH:15])[C:11]([O:13][CH3:14])=[O:12])[CH:2]=[CH:3][CH:4]=[CH:5][CH:6]=1 |f:3.4|. Procedure details: A solution of 4.25 g of 3,4-bis-O-(phenylmethyl)-alpha-D-arabino-hexulofuranosonic acid, methyl ester, diacetate in 45 ml of 1.0M sodium methoxide in methanol was stirred at 25° for 20 minutes, treated with 4.1 ml of acetic acid, and concentrated. The residue was partitioned with ethyl acetate and water. The organic layer was washed with water and brine, dried, and concentrated. The residue was subjected to chromatography on silica gel to give an oil, CMR δ 53.3 (CH3OCO). The reactants are C(C)(C)OC(C)C.C(C)O (diisopropyl ether ethanol), C(CC)N(C1CC2=C(C=CC=C2CC1)OCCN)CCC (2-dipropylamino-8-(2-aminoethoxy)-1,2,3,4-tetrahydronaphthalene), C([O-])([O-])=O.[K+].[K+] (potassium carbonate), C(C)N(C(=O)Cl)CC (diethylcarbamoyl chloride). Run in C1(=CC=CC=C1)C (toluene). Reaction conditions: time 2 hour. Product: C(CC)N(C1CC2=C(C=CC=C2CC1)OCCNC(=O)N(CC)CC)CCC (2-Dipropylamino-8-[2-(3,3-diethylureido)-ethoxy]-1,2,3,4-tetrahydronaphthalene). RXN SMILES: [CH2:1]([N:4]([CH2:19][CH2:20][CH3:21])[CH:5]1[CH2:14][CH2:13][C:12]2[C:7](=[C:8]([O:15][CH2:16][CH2:17][NH2:18])[CH:9]=[CH:10][CH:11]=2)[CH2:6]1)[CH2:2][CH3:3].C(=O)([O-])[O-].[K+].[K+].[CH2:28]([N:30]([CH2:34][CH3:35])[C:31](Cl)=[O:32])[CH3:29].C(OC(C)C)(C)C.C(O)C>C1(C)C=CC=CC=1>[CH2:19]([N:4]([CH2:1][CH2:2][CH3:3])[CH:5]1[CH2:14][CH2:13][C:12]2[C:7](=[C:8]([O:15][CH2:16][CH2:17][NH:18][C:31]([N:30]([CH2:34][CH3:35])[CH2:28][CH3:29])=[O:32])[CH:9]=[CH:10][CH:11]=2)[CH2:6]1)[CH2:20][CH3:21] |f:1.2.3,5.6|. Procedure details: 1.45 g (5 mmol) of 2-dipropylamino-8-(2-aminoethoxy)-1,2,3,4-tetrahydronaphthalene and 1.38 g (10 mmol) of potassium carbonate were initially introduced into 20 ml of toluene. 0.77 g (5.5 mmol) of diethylcarbamoyl chloride was then added dropwise, and the mixture was stirred for 2 h at +100° C. The mixture was then filtered and evaporated. The product was obtained by chromatography over silica gel 60, 40-63 μm, using diisopropyl ether/ethanol, 3:2.